describe an organic reaction: reactants, conditions, products, and yield From a dataset of the Open Reaction Database (ORD), a public repository of structured organic reaction records. Reactants: anhydride, N1(CCCCC1)CC#CC(=O)O (4-piperidino-2-butynoic acid), CN1CCOCC1 (N-methylmorpholine), ClC(=O)OCC(C)C (isobutyl chloroformate), NC=1C=C2C(=C(C=NC2=CC1)C#N)NC1=CC(=CC=C1)Br (6-amino-4-[(3-bromophenyl)amino]-3-quinolinecarbonitrile). Solvent: C1CCOC1 (THF), CN(C)C=O (DMF), C1CCOC1 (THF), O (water). Run at time 10 minute. The product is BrC=1C=C(C=CC1)NC1=C(C=NC2=CC=C(C=C12)NC(C#CCN1CCCCC1)=O)C#N (N-{4-[(3-Bromophenyl)amino]-3-cyano-6-quinolinyl}-4-piperidino-2-butynamide). The yield is 8.5%. RXN SMILES: [N:1]1([CH2:7][C:8]#[C:9][C:10]([OH:12])=O)[CH2:6][CH2:5][CH2:4][CH2:3][CH2:2]1.CN1CCOCC1.ClC(OCC(C)C)=O.[NH2:28][C:29]1[CH:30]=[C:31]2[C:36](=[CH:37][CH:38]=1)[N:35]=[CH:34][C:33]([C:39]#[N:40])=[C:32]2[NH:41][C:42]1[CH:47]=[CH:46][CH:45]=[C:44]([Br:48])[CH:43]=1>C1COCC1.CN(C=O)C.O>[Br:48][C:44]1[CH:43]=[C:42]([NH:41][C:32]2[C:31]3[C:36](=[CH:37][CH:38]=[C:29]([NH:28][C:10](=[O:12])[C:9]#[C:8][CH2:7][N:1]4[CH2:2][CH2:3][CH2:4][CH2:5][CH2:6]4)[CH:30]=3)[N:35]=[CH:34][C:33]=2[C:39]#[N:40])[CH:47]=[CH:46][CH:45]=1. Reported procedure: Partially dissolved 1.23 g (7.37 mmol) 4-piperidino-2-butynoic acid in 40 ml THF and chilled to 0° C. under N2. Added 973 μl (8.4 mmol) N-methylmorpholine and 768 μl (5.9 mmol) isobutyl chloroformate. Stirred 10 minutes and added a solution of 1.00 g (2.95 mmol) 6-amino-4-[(3-bromophenyl)amino]-3-quinolinecarbonitrile in 2 ml DMF and 10 ml THF. Removed ice bath at 15 minutes and at 5 hours added 2.95 mmol more of mixed anhydride (0.493 g acid, 487 μl NMM, and 384 μl isobutyl chloroformate), stir...